This data is from the Open Reaction Database (ORD), a public repository of structured organic reaction records. The task is: describe an organic reaction: reactants, conditions, products, and yield Reactants: CC(C)([O-])C.[K+] (potassium tert-butoxide), [N+](=O)([O-])C (nitromethane), ClC1=NC=C(C=C1Cl)Cl (2,3,5-trichloropyridine), Cl (hydrochloric acid). Solvent: CS(=O)C (dimethylsulfoxide), CS(=O)C (dimethylsulfoxide). The product is ClC=1C(=NC=C(C1)Cl)C[N+](=O)[O-] (3,5-dichloro-2-(nitromethyl)pyridine). Yield: 35.6%. Reaction SMILES: CC(C)([O-])C.[K+].[N+:7]([CH3:10])([O-:9])=[O:8].Cl[C:12]1[C:17]([Cl:18])=[CH:16][C:15]([Cl:19])=[CH:14][N:13]=1.Cl>CS(C)=O>[Cl:18][C:17]1[C:12]([CH2:10][N+:7]([O-:9])=[O:8])=[N:13][CH:14]=[C:15]([Cl:19])[CH:16]=1 |f:0.1|. Reported procedure: To 30.74 g of potassium tert-butoxide in 100 ml of dimethylsulfoxide, 16.72 g of nitromethane was added dropwise with stirring under cooling with ice, and after the addition, the mixture was stirred at room temperature for another 1 hour. Then, the reaction mixture was cooled with ice again, and to the reaction mixture, 25.00 g of 2,3,5-trichloropyridine in 100 ml of dimethylsulfoxide was added dropwise with stirring, and after the addition, the mixture was stirred at 70° C. for another 6 hours....